From a dataset of the Open Reaction Database (ORD), a public repository of structured organic reaction records. describe an organic reaction: reactants, conditions, products, and yield Procedure details: To a solution, heated at 80° C. for 2 hours, of 6-(3′-chlorobenzoyl)-benzothiazolinone (1.8 g) in the presence of K2CO3 (1.72 g) in 20 ml of DMF there is added ethyl 2-[4-(2-chloroethoxy)phenoxy]-2-methylpropanoate (1.96 g). The reaction mixture is heated at 120° C. for 5 days, cooled, hydrolysed using 100 ml of water and rendered alkaline using 1N NaOH. The precipitate obtained is filtered off and then recrystallised from cyclohexane to yield the title compound in the form of a white powder. Reactants: ClCCOC1=CC=C(OC(C(=O)OCC)(C)C)C=C1 (ethyl 2-[4-(2-chloroethoxy)phenoxy]-2-methylpropanoate), [OH-].[Na+] (NaOH), ClC=1C=C(C(=O)C2=CC3=C(N=CS3=O)C=C2)C=CC1 (6-(3′-chlorobenzoyl)-benzothiazolinone), C(=O)([O-])[O-].[K+].[K+] (K2CO3). The product is ClC=1C=C(C(=O)C2=CC3=C(N(C(S3)=O)CCOC3=CC=C(OC(C(=O)OCC)(C)C)C=C3)C=C2)C=CC1 (Ethyl 2-{4-[2-(6-(3-chlorobenzoyl)-2-oxo-1,3-benzothiazol-3(2H)-yl)-ethoxy]phenoxy}-2-methylpropanoate). As a reaction SMILES: [Cl:1][C:2]1[CH:3]=[C:4]([CH:17]=[CH:18][CH:19]=1)[C:5]([C:7]1[CH:16]=[CH:15][C:10]2[N:11]=[CH:12][S:13](=O)[C:9]=2[CH:8]=1)=[O:6].C([O-])([O-])=[O:21].[K+].[K+].Cl[CH2:27][CH2:28][O:29][C:30]1[CH:44]=[CH:43][C:33]([O:34][C:35]([CH3:42])([CH3:41])[C:36]([O:38][CH2:39][CH3:40])=[O:37])=[CH:32][CH:31]=1.[OH-].[Na+]>CN(C=O)C.O>[Cl:1][C:2]1[CH:3]=[C:4]([CH:17]=[CH:18][CH:19]=1)[C:5]([C:7]1[CH:16]=[CH:15][C:10]2[N:11]([CH2:27][CH2:28][O:29][C:30]3[CH:44]=[CH:43][C:33]([O:34][C:35]([CH3:42])([CH3:41])[C:36]([O:38][CH2:39][CH3:40])=[O:37])=[CH:32][CH:31]=3)[C:12](=[O:21])[S:13][C:9]=2[CH:8]=1)=[O:6] |f:1.2.3,5.6|. Conditions: temperature 120 celsius. Solvent: CN(C)C=O (DMF), O (water).